From a dataset of the Open Reaction Database (ORD), a public repository of structured organic reaction records. describe an organic reaction: reactants, conditions, products, and yield The reactants are CCOCC, O=C(O)CCCO[N+](=O)[O-], CN(C)C=O, O=S(Cl)Cl. Product: O=C(Cl)CCCO[N+](=O)[O-]. RXN SMILES: [CH3:20][CH2:21][O:22][CH2:23][CH3:24].[N+:5](=[O:6])([O-:7])[O:8][CH2:9][CH2:10][CH2:11][C:12](=[O:13])[OH:14].[O:15]=[CH:16][N:17]([CH3:18])[CH3:19].[S:1]([Cl:2])([Cl:3])=[O:4]>>[Cl:3][C:12]([CH2:11][CH2:10][CH2:9][O:8][N+:5](=[O:6])[O-:7])=[O:14]. Starting materials: C(C)(C)(C)OC(=O)N1C=NC2=C1C(=CC(=C2C)[N+](=O)[O-])F (1-tert-butoxycarbonyl-7-fluoro-4-methyl-5-nitrobenzimidazole), C(C)(=O)OCC (ethyl acetate), C(=O)[O-].[NH4+] (ammonium formate). Reagents/catalysts: [Pd] (palladium-on-carbon). The solvent is CO (methanol). Run at time 5 hour. Product: NC1=C(C2=C(N(C=N2)C(=O)OC(C)(C)C)C(=C1)F)C (5-amino-1-tert-butoxycarbonyl-7-fluoro-4-methylbenzimidazole). As a reaction SMILES: [C:1]([O:5][C:6]([N:8]1[C:12]2[C:13]([F:21])=[CH:14][C:15]([N+:18]([O-])=O)=[C:16]([CH3:17])[C:11]=2[N:10]=[CH:9]1)=[O:7])([CH3:4])([CH3:3])[CH3:2].C(OCC)(=O)C.C([O-])=O.[NH4+]>CO.[Pd]>[NH2:18][C:15]1[CH:14]=[C:13]([F:21])[C:12]2[N:8]([C:6]([O:5][C:1]([CH3:3])([CH3:4])[CH3:2])=[O:7])[CH:9]=[N:10][C:11]=2[C:16]=1[CH3:17] |f:2.3|. Procedure details: To a solution of 1-tert-butoxycarbonyl-7-fluoro-4-methyl-5-nitrobenzimidazole (0.776 g) in methanol (100 mL)/ethyl acetate (50 mL) is added palladium-on-carbon (10%, 0.1 g) and ammonium formate (0.663 g). The mixture is stirred at room temperature for 5 hours, then filtered on Celite, with methanol wash of the solids. The filtrate is rotary evaporated and the residue partitioned between water and ethyl acetate. The organic layer is dried over magnesium sulfate, filtered and rotary evaporated. Th... Starting materials: aqueous solution, [OH-].[Na+] (sodium hydroxide), [H-].[Al+3].[Li+].[H-].[H-].[H-] (lithium aluminum hydride), O1CCCC1 (tetrahydrofuran), C(C)N1CCN(CC1)C1=NC(=CC2=CC=CC=C12)C1=CC=C(C=C1)C(CC(=O)OCC)C (1-(4-ethylpiperazin-1-yl)-3-[4-(1-ethoxycarbonylpropan-2-yl)phenyl]isoquinoline), O1CCCC1 (tetrahydrofuran), [Cl-].[Na+] (sodium chloride). Run in O (water), O (Water). Conditions: time 20 minute. Yields the product C(C(=O)O)(=O)O.C(C)N1CCN(CC1)C1=NC(=CC2=CC=CC=C12)C1=CC=C(C=C1)C(CCO)C (1-(4-ethylpiperazin-1-yl)-3-[4-(3-hydroxy-1-methylpropyl)phenyl]isoquinoline oxalate). As a reaction SMILES: [CH2:1]([N:3]1[CH2:8][CH2:7][N:6]([C:9]2[C:18]3[C:13](=[CH:14][CH:15]=[CH:16][CH:17]=3)[CH:12]=[C:11]([C:19]3[CH:24]=[CH:23][C:22]([CH:25]([CH3:32])[CH2:26][C:27]([O:29]CC)=[O:28])=[CH:21][CH:20]=3)[N:10]=2)[CH2:5][CH2:4]1)[CH3:2].[H-].[Al+3].[Li+].[H-].[H-].[H-].[Cl-].[Na+].[OH-:41].[Na+].[O:43]1CCCC1>O>[C:27]([OH:29])(=[O:28])[C:26]([OH:43])=[O:41].[CH2:1]([N:3]1[CH2:4][CH2:5][N:6]([C:9]2[C:18]3[C:13](=[CH:14][CH:15]=[CH:16][CH:17]=3)[CH:12]=[C:11]([C:19]3[CH:20]=[CH:21][C:22]([CH:25]([CH3:32])[CH2:26][CH2:27][OH:28])=[CH:23][CH:24]=3)[N:10]=2)[CH2:7][CH2:8]1)[CH3:2] |f:1.2.3.4.5.6,7.8,9.10,13.14|. Reported procedure: Subsequently, the resulting 1-(4-ethylpiperazin-1-yl)-3-[4-(1-ethoxycarbonylpropan-2-yl)phenyl]isoquinoline (0.69 g) was dissolved in tetrahydrofuran (10 ml). The solution was added to a suspension of lithium aluminum hydride (0.12 g) in tetrahydrofuran (20 ml) under cooling with a cooler of sodium chloride and ice, and the mixture was stirred for another 20 min. Water (120 ml), a 5N aqueous solution of sodium hydroxide (120 ml) and water (360 ml) were added to the reaction solution in this orde... The reactants are CC1(OC(=CC1=O)\C=C\C1=CSC=C1)C1=CC=CC=C1 ((E)-2-methyl-2-phenyl-5-[2-(3-thienyl)ethenyl]-3(2H)-furanone), N[C@@H](CS)C(=O)O (L-cysteine). Product: N[C@H](C(=O)O)CSC(CC=1OC(C(C1)=O)(C1=CC=CC=C1)C)C1=CSC=C1 ((2R)-2-amino-3-{[2-(5-methyl-4-oxo-5-phenyl-4,5-dihydrofuran-2yl)-1-thien-3-ylethyl]thio}propanoic acid). Reaction SMILES: [CH3:1][C:2]1([C:15]2[CH:20]=[CH:19][CH:18]=[CH:17][CH:16]=2)[C:6](=[O:7])[CH:5]=[C:4](/[CH:8]=[CH:9]/[C:10]2[CH:14]=[CH:13][S:12][CH:11]=2)[O:3]1.[NH2:21][C@H:22]([C:25]([OH:27])=[O:26])[CH2:23][SH:24]>>[NH2:21][C@@H:22]([CH2:23][S:24][CH:9]([C:10]1[CH:14]=[CH:13][S:12][CH:11]=1)[CH2:8][C:4]1[O:3][C:2]([CH3:1])([C:15]2[CH:20]=[CH:19][CH:18]=[CH:17][CH:16]=2)[C:6](=[O:7])[CH:5]=1)[C:25]([OH:27])=[O:26]. Procedure details: Following the procedure of Method C, Example 1, (E)-2-methyl-2-phenyl-5-[2-(3-thienyl)ethenyl]-3(2H)-furanone was reacted with L-cysteine to provide (2R)-2-amino-3-{[2-(5-methyl-4-oxo-5-phenyl-4,5-dihydrofuran-2yl)-1-thien-3-ylethyl]thio}propanoic acid: 1H NMR (DMSO-d6) δ1.50-1.60 (overlapping singlets, 3H), 2.70-3.10 (m, ˜2H), 4.00-4.25 (m, 1H), 4.64 (m, 1H), 5.50-5.57 (overlapping singlets, 1H), 7.12-7.38 (m, 6H), 7.52-7.63 (m, 2H), 8.35 (br s, ˜2H); MS (LR-ESI) m/z 402 (M-H calcd. for C20H20N... Starting materials: FC1([C@@H](C1)C1=NNC2=NC=C(C=C21)NC(C2=C(C(=CC=C2F)NS(=O)(=O)CCC)F)=O)F ((S)—N-(3-(2,2-difluorocyclopropyl)-1H-pyrazolo[3,4-b]pyridin-5-yl)-2,6-difluoro-3-(propylsulfonamido)benzamide), O.[Na].[N+](=O)([O-])C(C=O)C=O (Nitromalonaldehyde sodium salt monohydrate), NC1=CC(=NN1S(=O)(=O)C1=CC=C(C)C=C1)O (5-amino-1-tosyl-1H-pyrazol-3-ol), 5-Amino-1-arylsulfonyl-4-pyrazolin-3-ones, N-Sulfonylated Pyrazoles. Run in O (water), C(C)(=O)O (acetic acid). Conditions: temperature 50 celsius. Yields the product [N+](=O)([O-])C=1C=C2C(=NC1)N(N=C2O)S(=O)(=O)C2=CC=C(C)C=C2 (5-nitro-1-tosyl-1H-pyrazolo[3,4-b]pyridin-3-ol). Yield: 63.8%. As a reaction SMILES: O.[Na].[N+:3]([CH:6]([CH:9]=O)[CH:7]=O)([O-:5])=[O:4].[NH2:11][C:12]1[N:16]([S:17]([C:20]2[CH:26]=[CH:25][C:23]([CH3:24])=[CH:22][CH:21]=2)(=[O:19])=[O:18])[N:15]=[C:14]([OH:27])[CH:13]=1.FC1(F)C[C@H]1C1C2C(=NC=C(NC(=O)C3C(F)=CC=C(NS(CCC)(=O)=O)C=3F)C=2)NN=1>C(O)(=O)C.O>[N+:3]([C:6]1[CH:7]=[C:13]2[C:14]([OH:27])=[N:15][N:16]([S:17]([C:20]3[CH:26]=[CH:25][C:23]([CH3:24])=[CH:22][CH:21]=3)(=[O:19])=[O:18])[C:12]2=[N:11][CH:9]=1)([O-:5])=[O:4] |f:0.1.2,^1:1|. Reported procedure: Nitromalonaldehyde sodium salt monohydrate (3.57 g, 22.7 mmol) was added to suspension of 5-amino-1-tosyl-1H-pyrazol-3-ol (5.00 g, 19.7 mmol; see Elgemeie, Galal H., et al. “Novel Synthesis of 5-Amino-1-arylsulfonyl-4-pyrazolin-3-ones as a New Class of N-Sulfonylated Pyrazoles.” J. Chem. Res. (S). Issue 6 (1999): pp. 384-385) in acetic acid (30 mL). The mixture was heated at 50° C. for 4 hours. The partial suspension was allowed to cool and diluted with water. The resulting solid was collected b... Starting materials: FC=1C=NC(=NC1)NCC1CCN(CC1)C(=O)OCC1=CC=CC=C1 (Benzyl 4-{[(5-fluoro-pyrimidin-2-yl)amino]methyl}piperidine-1-carboxylate). The reagents and catalysts are [Pd] (Pd/C). Solvent: CO (methanol). The product is FC=1C=NC(=NC1)NCC1CCNCC1 (5-Fluoro-N-(piperidin-4-ylmethyl)pyrimidin-2-amine). RXN SMILES: [F:1][C:2]1[CH:3]=[N:4][C:5]([NH:8][CH2:9][CH:10]2[CH2:15][CH2:14][N:13](C(OCC3C=CC=CC=3)=O)[CH2:12][CH2:11]2)=[N:6][CH:7]=1>CO.[Pd]>[F:1][C:2]1[CH:3]=[N:4][C:5]([NH:8][CH2:9][CH:10]2[CH2:15][CH2:14][NH:13][CH2:12][CH2:11]2)=[N:6][CH:7]=1. Reported procedure: A mixture of benzyl 4-{[(5-fluoropyrimidin-2-yl)amino]methyl}piperidine-1-carboxylate (EXAMPLE 142, STEP 3) (9.0 g, 0.026 mol) and Pd/C (10%, 0.9 g) in anhydrous methanol (250 mL) was vigorously stirred under hydrogen atmosphere provided by a hydrogen balloon for 2 h. The reaction mixture was filtered and the filtrate was concentrated to give the title compound. M.S. (M+1): 211. Starting materials: [Cu] (copper), [Ba] (barium), C(C(=O)[O-])(=O)[O-].[K+].[K+] (potassium oxalate). The reagents and catalysts are [Y] (yttrium). Yields the product C(C)(=O)[O-].[Cu+2].C(C)(=O)[O-] (Copper acetate). As a reaction SMILES: [Cu:1].[Ba].[C:3]([O-])(=O)[C:4]([O-:6])=[O:5].[K+].[K+]>[Y]>[C:4]([O-:6])(=[O:5])[CH3:3].[Cu+2:1].[C:4]([O-:6])(=[O:5])[CH3:3] |f:2.3.4,6.7.8|. Procedure: The copper, barium, and yttrium solutions were mixed and the potassium oxalate solution was added all at once with vigorous stirring. The pH of the solution was 11.3. A brown gelatinous precipitate formed, and it was filtered, washed thoroughly with water, dried at 120° C., and crushed to a fine powder. The elemental analysis shown in the table below suggested YBa2Cu3 (OH)3 (Ox)2O3.H2O. Starting materials: CCc1cc(-c2ccc(S(=O)(=O)Cl)o2)c(C)[nH]c1=O, NCCc1cccnc1. Product: CCc1cc(-c2ccc(S(=O)(=O)NCCc3cccnc3)o2)c(C)[nH]c1=O, Cl. Reaction SMILES: [CH2:1]([CH3:2])[c:3]1[cH:4][c:5](-[c:11]2[cH:12][cH:13][c:14]([S:16](=[O:17])(=[O:18])[Cl:19])[o:15]2)[c:6]([CH3:10])[nH:7][c:8]1=[O:9].[n:20]1[cH:21][c:22]([CH2:26][CH2:27][NH2:28])[cH:23][cH:24][cH:25]1>>[CH2:1]([CH3:2])[c:3]1[cH:4][c:5](-[c:11]2[cH:12][cH:13][c:14]([S:16](=[O:17])(=[O:18])[NH:28][CH2:27][CH2:26][c:22]3[cH:21][n:20][cH:25][cH:24][cH:23]3)[o:15]2)[c:6]([CH3:10])[nH:7][c:8]1=[O:9].[ClH:19]. The reactants are C1(C(C=CC2=CC=CC=C12)=O)=O (naphthalene-1,2-dione), SC(CCO)CCC (3-mercaptohexan-1-ol), C(C)(C)N(CC)C(C)C (diisopropylethylamine). The solvent is C(C)#N (acetonitrile). Conditions: time 30 minute. Product: C(CC)C1SC2=C(OCC1)C1=CC=CC=C1C(C2=O)=O (4-propyl-3,4-dihydro-2H-naphtho[1,2-b][1,4]oxathiepine-6,7-dione). Isolated yield 6.2%. As a reaction SMILES: [C:1]1(=[O:12])[C:10]2[C:5](=[CH:6][CH:7]=[CH:8][CH:9]=2)[CH:4]=[CH:3][C:2]1=[O:11].[SH:13][CH:14]([CH2:18][CH2:19][CH3:20])[CH2:15][CH2:16][OH:17].C(N(C(C)C)CC)(C)C>C(#N)C>[CH2:18]([CH:14]1[CH2:15][CH2:16][O:17][C:4]2[C:5]3[C:10]([C:1](=[O:12])[C:2](=[O:11])[C:3]=2[S:13]1)=[CH:9][CH:8]=[CH:7][CH:6]=3)[CH2:19][CH3:20]. Procedure details: To a solution of naphthalene-1,2-dione (1.5 g, 9.5 mmol) in acetonitrile (50 mL) was added 3-mercaptohexan-1-ol (1.6 g, 11.9 mmol) followed by the addition of diisopropylethylamine (1.65 mL, 9.5 mmol). The mixture was stirred at room temperature for 30 minutes. The solvent was removed under reduced pressure and the residue dissolved in ethyl acetate (50 mL). The organic layer was washed with water (30 mL), dried with sodium sulfate and concentrated under reduced pressure. The resulting residue w...